From a dataset of the Open Reaction Database (ORD), a public repository of structured organic reaction records. describe an organic reaction: reactants, conditions, products, and yield Starting materials: C(CCCCCCCCCCCCCCC)C1=C(OC(=CC1=O)C)C (3-hexadecyl-2,6-dimethyl-4H-pyran-4-one), Cl.NO (hydroxylamine hydrochloride), C(C)(=O)[O-].[Na+] (sodium acetate), O (water). Run in C(C)O (ethanol). Yields the product C(CCCCCCCCCCCCCCC)C1=C(N(C(=CC1=O)C)O)C (3-hexadecyl-1-hydroxy-2,6-dimethylpyridin-4(1H)-one). RXN SMILES: [CH2:1]([C:17]1[C:22](=[O:23])[CH:21]=[C:20]([CH3:24])O[C:18]=1[CH3:25])[CH2:2][CH2:3][CH2:4][CH2:5][CH2:6][CH2:7][CH2:8][CH2:9][CH2:10][CH2:11][CH2:12][CH2:13][CH2:14][CH2:15][CH3:16].Cl.[NH2:27][OH:28].C([O-])(=O)C.[Na+].O>C(O)C>[CH2:1]([C:17]1[C:22](=[O:23])[CH:21]=[C:20]([CH3:24])[N:27]([OH:28])[C:18]=1[CH3:25])[CH2:2][CH2:3][CH2:4][CH2:5][CH2:6][CH2:7][CH2:8][CH2:9][CH2:10][CH2:11][CH2:12][CH2:13][CH2:14][CH2:15][CH3:16] |f:1.2,3.4|. Procedure: A mixture of 2 (200 mg, 0.57 mmol), hydroxylamine hydrochloride (399 mg, 5.7 mmol), sodium acetate (471 mg, 5.7 mmol), water (1 mL), and ethanol (2 mL) was heated at reflux for 3 days. After the reaction mixture was cooled to room temperature, the crude product was concentrated under diminished pressure to a yellow oil. The residue was purified by chromatography on a silica gel column. Elution with 5:1 chloroform/methanol gave 3-hexadecyl-1-hydroxy-2,6-dimethylpyridin-4(1H)-one (CPD-8) as a whit... Reactants: NC(CC1=CC=CC=C1)C(=O)O (DL-phenylalanine), C1(=CC=CC=C1)S(=O)(=O)N[C@@H](CC(=O)O)C(=O)O (N-benzenesulfonyl-L-aspartic acid), S(O)(O)(=O)=O (sulfuric acid), aqueous solution, [OH-].[Na+] (caustic soda). Solvent: O (water). Conditions: temperature 50 celsius. Product: N[C@@H](CC1=CC=CC=C1)C(=O)O.C1(=CC=CC=C1)S(=O)(=O)N[C@@H](CC(=O)O)C(=O)O (L-phenylalanine N-benzenesulfonyl-L-aspartic acid). Isolated yield 35.8%. Reaction SMILES: [NH2:1][CH:2]([C:10]([OH:12])=[O:11])[CH2:3][C:4]1[CH:9]=[CH:8][CH:7]=[CH:6][CH:5]=1.[C:13]1([S:19]([NH:22][C@H:23]([C:28]([OH:30])=[O:29])[CH2:24][C:25]([OH:27])=[O:26])(=[O:21])=[O:20])[CH:18]=[CH:17][CH:16]=[CH:15][CH:14]=1.S(=O)(=O)(O)O.[OH-].[Na+]>O>[NH2:1][C@H:2]([C:10]([OH:12])=[O:11])[CH2:3][C:4]1[CH:9]=[CH:8][CH:7]=[CH:6][CH:5]=1.[C:13]1([S:19]([NH:22][C@H:23]([C:28]([OH:30])=[O:29])[CH2:24][C:25]([OH:27])=[O:26])(=[O:20])=[O:21])[CH:14]=[CH:15][CH:16]=[CH:17][CH:18]=1 |f:3.4,6.7|. Reported procedure: Six grams of DL-phenylalanine, 5.4 g of N-benzenesulfonyl-L-aspartic acid and 1.8 g of sulfuric acid were dissolved in 110 ml of water. While this solution was continuously stirred at 50° C., a 10% aqueous solution of caustic soda (7.3 ml) was added over five hours. The resulting crystal was separated, washed with 10 ml of water and dried to give 3.1 g of an L-phenylalanine/N-benzenesulfonyl-L-aspartic acid salt. Analysis of this salt revealed that the optical purity of the L-phenylalanine was 9... Reactants: [H-].[Al+3].[Li+].[H-].[H-].[H-] (lithium aluminum hydride), C1=C(C=CC2=CC=CC=C12)CC#N (2-naphthylacetonitrile), etherial aluminum trichloride, [H-].[H-].[H-].[H-].[Li+].[Al+3] (LiAlH4), [Cl-].[Cl-].[Cl-].[Al+3] (Aluminum trichloride). Run in CCOCC (ether), CCOCC (ether), CCOCC (ether). Run at temperature 0 celsius, time 15 minute. The product is C1=C(C=CC2=CC=CC=C12)CCN (2-naphthaleneethanamine). Yield: 65.7%. Reaction SMILES: [Cl-].[Cl-].[Cl-].[Al+3].[H-].[Al+3].[Li+].[H-].[H-].[H-].[CH:11]1[C:20]2[C:15](=[CH:16][CH:17]=[CH:18][CH:19]=2)[CH:14]=[CH:13][C:12]=1[CH2:21][C:22]#[N:23]>CCOCC>[CH:11]1[C:20]2[C:15](=[CH:16][CH:17]=[CH:18][CH:19]=2)[CH:14]=[CH:13][C:12]=1[CH2:21][CH2:22][NH2:23] |f:0.1.2.3,4.5.6.7.8.9|. Procedure details: Aluminum trichloride (7.6 g, 57 mmole) was added in portions to 30 mL of ether cooled to 0° C. under nitrogen. In a separate flask, lithium aluminum hydride (2.2 g, 57 mmole) was slurried in 30 mL of ether and cooled to -5° C. with an ice/acetone bath. The etherial aluminum trichloride solution was added dropwise to the LiAlH4 slurry at such a rate as to maintain a temperature of 0° C. Fifteen minutes after addition was complete, 2-naphthylacetonitrile (4.0 g, 24 mmole) in 40 mL of ether was add... Starting materials: BrCCCOC1=CC=C(C=C1)C1=NOC2=C1C=CC(=C2)F (3-[4-(3-bromo-propoxy)-phenyl]-6-fluoro-benzo[d]isoxazole), ClC=1C=C(CN)C=CC1Cl (3,4-dichlorobenzylamine), C([O-])([O-])=O.[K+].[K+] (potassium carbonate), [I-].[K+] (potassium iodide). The solvent is C(C)#N (acetonitrile). Yields the product ClC=1C=C(CNCCCOC2=CC=C(C=C2)C2=NOC3=C2C=CC(=C3)F)C=CC1Cl ((3,4-dichloro-benzyl)-{3-[4-(6-fluoro-benzo[d]isoxazol-3-yl)-phenoxy]-propyl}-amine). As a reaction SMILES: Br[CH2:2][CH2:3][CH2:4][O:5][C:6]1[CH:11]=[CH:10][C:9]([C:12]2[C:16]3[CH:17]=[CH:18][C:19]([F:21])=[CH:20][C:15]=3[O:14][N:13]=2)=[CH:8][CH:7]=1.[Cl:22][C:23]1[CH:24]=[C:25]([CH:28]=[CH:29][C:30]=1[Cl:31])[CH2:26][NH2:27].C(=O)([O-])[O-].[K+].[K+].[I-].[K+]>C(#N)C>[Cl:22][C:23]1[CH:24]=[C:25]([CH:28]=[CH:29][C:30]=1[Cl:31])[CH2:26][NH:27][CH2:2][CH2:3][CH2:4][O:5][C:6]1[CH:11]=[CH:10][C:9]([C:12]2[C:16]3[CH:17]=[CH:18][C:19]([F:21])=[CH:20][C:15]=3[O:14][N:13]=2)=[CH:8][CH:7]=1 |f:2.3.4,5.6|. Procedure: The title compound is prepared from a mixture of 3-[4-(3-bromo-propoxy)-phenyl]-6-fluoro-benzo[d]isoxazole, 3,4-dichlorobenzylamine, potassium carbonate, potassium iodide and 4% aqueous acetonitrile essentially as described above in Example 13. Purity by LC/MS=95%, [M+H]+=445.